Dataset: the Open Reaction Database (ORD), a public repository of structured organic reaction records. Task: describe an organic reaction: reactants, conditions, products, and yield Starting materials: ice water, C(C)(=O)OCC (ethyl acetate), CN(CCCCl)C (3-dimethylaminopropyl chloride), OC1=CC=C(OC2=NC=CC=C2C(C2=CC=CS2)=O)C=C1 (2-(4-hydroxyphenoxy)-3-(2-thenoyl)-pyridine), C([O-])([O-])=O.[K+].[K+] (potassium carbonate), [I-].[K+] (potassium iodide). Run in CN(C=O)C (dimethylformamide). Reaction conditions: time 30 minute. The product is C(\C=C\C(=O)O)(=O)O.CN(CCCOC1=CC=C(OC2=NC=CC=C2C(C2=CC=CS2)=O)C=C1)C (2-[4-(3-dimethylaminopropoxy)phenoxy]-3-(2-thenoyl)pyridine fumarate). Reaction SMILES: [OH:1][C:2]1[CH:21]=[CH:20][C:5]([O:6][C:7]2[C:12]([C:13](=[O:19])[C:14]3[S:18][CH:17]=[CH:16][CH:15]=3)=[CH:11][CH:10]=[CH:9][N:8]=2)=[CH:4][CH:3]=1.[C:22](=[O:25])([O-:24])[O-].[K+].[K+].[I-].[K+].[CH3:30][N:31]([CH3:36])[CH2:32][CH2:33][CH2:34]Cl.C(OCC)(=[O:39])C>CN(C)C=O>[C:13]([OH:19])(=[O:39])/[CH:14]=[CH:15]/[C:22]([OH:24])=[O:25].[CH3:30][N:31]([CH3:36])[CH2:32][CH2:33][CH2:34][O:1][C:2]1[CH:3]=[CH:4][C:5]([O:6][C:7]2[C:12]([C:13](=[O:19])[C:14]3[S:18][CH:17]=[CH:16][CH:15]=3)=[CH:11][CH:10]=[CH:9][N:8]=2)=[CH:20][CH:21]=1 |f:1.2.3,4.5,9.10|. Procedure details: To 30 ml of dimethylformamide are added 3 g of 2-(4-hydroxyphenoxy)-3-(2-thenoyl)-pyridine, 1.7 g of potassium carbonate and 0.3 g of potassium iodide. The mixture is stirred at room temperature for 30 minutes. Thereto is added 1.5 g of 3-dimethylaminopropyl chloride, and the mixture is stirred at 50° C. for 4 hours. Thereafter, the reaction mixture is poured into ice-water, whereto ethyl acetate is added. The ethyl acetate is extracted with a dilute hydrochloric acid and the extract is rendered... The reactants are C(C)(C)(C)OC(NC1=C(C=C(C=C1)C=1C=NC(=CC1)OCC1=CC=CC=C1)N)=O ([2-amino-4-(6-benzyloxy-pyridin-3-yl)-phenyl]-carbamic acid tert.-butyl ester), ClC1=C(SC=C1)C1=CC(OC(O1)(C)C)=O (6-(3-chloro-thiophen-2-yl)-2,2-dimethyl-[1,3]dioxin-4-one). Yields the product C(C)(C)(C)OC(NC1=C(C=C(C=C1)C=1C=NC(=CC1)OCC1=CC=CC=C1)NC(CC(=O)C=1SC=CC1Cl)=O)=O ({4-(6-Benzyloxy-pyridin-3-yl)-2-[3-(3-chloro-thiophen-2-yl)-3-oxo-propionylamino]-phenyl}-carbamic acid tert.-butyl ester). Isolated yield 54.1%. As a reaction SMILES: [C:1]([O:5][C:6](=[O:29])[NH:7][C:8]1[CH:13]=[CH:12][C:11]([C:14]2[CH:15]=[N:16][C:17]([O:20][CH2:21][C:22]3[CH:27]=[CH:26][CH:25]=[CH:24][CH:23]=3)=[CH:18][CH:19]=2)=[CH:10][C:9]=1[NH2:28])([CH3:4])([CH3:3])[CH3:2].[Cl:30][C:31]1[CH:35]=[CH:34][S:33][C:32]=1[C:36]1[O:41]C(C)(C)[O:39][C:38](=O)[CH:37]=1>>[C:1]([O:5][C:6](=[O:29])[NH:7][C:8]1[CH:13]=[CH:12][C:11]([C:14]2[CH:15]=[N:16][C:17]([O:20][CH2:21][C:22]3[CH:23]=[CH:24][CH:25]=[CH:26][CH:27]=3)=[CH:18][CH:19]=2)=[CH:10][C:9]=1[NH:28][C:38](=[O:39])[CH2:37][C:36]([C:32]1[S:33][CH:34]=[CH:35][C:31]=1[Cl:30])=[O:41])([CH3:4])([CH3:2])[CH3:3]. Procedure: Prepared from [2-amino-4-(6-benzyloxy-pyridin-3-yl)-phenyl]-carbamic acid tert.-butyl ester (Example G30) (216 mg, 0.55 mmol) and 6-(3-chloro-thiophen-2-yl)-2,2-dimethyl-[1,3]dioxin-4-one (Example J2) (142 mg, 0.58 mmol) according to the general procedure K. Obtained as a beige solid (172 mg). Reactants: S(=O)([O-])[O-].[Na+].[Na+] (sodium sulfite), C([O-])(O)=O.[Na+] (sodium bicarbonate), [Na] (sodium), ClCC(=O)O (chloroacetic acid), ClC1=C(C(=O)Cl)C=CC(=C1)S(=O)(=O)Cl (2-chloro-4-(chlorosulfonyl)benzoyl chloride), Cl (HCl). Run in O (water). Reaction conditions: temperature 75 celsius, time 2 hour. Product: ClC1=C(C(=O)O)C=CC(=C1)S(=O)(=O)C (2-chloro-4-(methylsulfonyl)benzoic acid). As a reaction SMILES: S([O-])([O-])=O.[Na+].[Na+].[C:7](=[O:10])(O)[O-:8].[Na+].[Cl:12][C:13]1[CH:21]=[C:20]([S:22](Cl)(=[O:24])=[O:23])[CH:19]=[CH:18][C:14]=1C(Cl)=O.[Na].Cl[CH2:28]C(O)=O.Cl>O>[Cl:12][C:13]1[CH:21]=[C:20]([S:22]([CH3:28])(=[O:24])=[O:23])[CH:19]=[CH:18][C:14]=1[C:7]([OH:8])=[O:10] |f:0.1.2,3.4,^1:25|. Reported procedure: A 100 mL round bottom flask equipped with a reflux condenser, thermometer, and magnetic stirrer was charged with 4.6 g (37 mmol) of sodium sulfite, 12.3 g (146 mmol) of sodium bicarbonate and 40 mL of water. The resulting slurry was heated to 75° C. and 10 g (33 mmol) of 2-chloro-4-(chlorosulfonyl)benzoyl chloride was added slowly. After stirring at 75° C. for 2 hours, 6.4 g (55 mmol) of the sodium salt of chloroacetic acid was added and the reaction mixture heated at reflux for 21 hours. The co... Starting materials: CN(CC#CCNC(C(C1=CC=CC=C1)(O)C1CCCCC1)=O)C (N-(4-dimethylamino-2-butynyl)-2-cyclohexyl-2-hydroxy-2-phenylacetamide), Cl (hydrogen chloride). Solvent: CO (methanol). Yields the product Cl.CN(CC#CCNC(C(C1=CC=CC=C1)(O)C1CCCCC1)=O)C (N-(4-dimethylamino-2-butynyl)-2-cyclohexyl-2-hydroxy-2phenylacetamide hydrochloride). Reaction SMILES: [CH3:1][N:2]([CH3:24])[CH2:3][C:4]#[C:5][CH2:6][NH:7][C:8](=[O:23])[C:9]([CH:17]1[CH2:22][CH2:21][CH2:20][CH2:19][CH2:18]1)([OH:16])[C:10]1[CH:15]=[CH:14][CH:13]=[CH:12][CH:11]=1.[ClH:25]>CO>[ClH:25].[CH3:24][N:2]([CH3:1])[CH2:3][C:4]#[C:5][CH2:6][NH:7][C:8](=[O:23])[C:9]([CH:17]1[CH2:18][CH2:19][CH2:20][CH2:21][CH2:22]1)([OH:16])[C:10]1[CH:11]=[CH:12][CH:13]=[CH:14][CH:15]=1 |f:3.4|. Procedure details: To a solution of N-(4-dimethylamino-2-butynyl)-2-cyclohexyl-2-hydroxy-2-phenylacetamide 0.48 g) in methanol (5 ml) was added 6.4N methanolic hydrogen chloride (1.5 ml) and the solution was evaporated in vacuo. The oily residue was crystallized from a mixture of isopropyl alcohol and ethyl acetate to give N-(4-dimethylamino-2-butynyl)-2-cyclohexyl-2-hydroxy-2phenylacetamide hydrochloride (0.3 g). The reactants are CCOC(C)=O, CC(C)OC(=O)c1nc(C(F)(F)F)n2c1CN(C(=O)CC(Cc1cc(F)c(F)cc1F)NC(=O)OC(C)(C)C)CC2, Cl. Yields the product CC(C)OC(=O)c1nc(C(F)(F)F)n2c1CN(C(=O)CC(N)Cc1cc(F)c(F)cc1F)CC2, Cl. As a reaction SMILES: [CH3:43][CH2:44][O:45][C:46](=[O:47])[CH3:48].[CH:1]([CH3:2])([CH3:3])[O:4][C:5](=[O:6])[c:7]1[n:8][c:9]([C:38]([F:39])([F:40])[F:41])[n:10]2[c:11]1[CH2:12][N:13]([C:16]([CH2:17][CH:18]([CH2:19][c:20]1[c:21]([F:28])[cH:22][c:23]([F:27])[c:24]([F:26])[cH:25]1)[NH:29][C:30]([O:31][C:32]([CH3:33])([CH3:34])[CH3:35])=[O:36])=[O:37])[CH2:14][CH2:15]2.[ClH:42]>>[CH:1]([CH3:2])([CH3:3])[O:4][C:5](=[O:6])[c:7]1[n:8][c:9]([C:38]([F:39])([F:40])[F:41])[n:10]2[c:11]1[CH2:12][N:13]([C:16]([CH2:17][CH:18]([CH2:19][c:20]1[c:21]([F:28])[cH:22][c:23]([F:27])[c:24]([F:26])[cH:25]1)[NH2:29])=[O:37])[CH2:14][CH2:15]2.[ClH:42]. The reactants are CS(C)=O, Cl, Cl, I[Cu]I, O=C(O)Cc1ccc(I)cc1, [K+], CC(C)(C)c1cccc(C2(NCC(O)C(N)Cc3cc(F)cc(F)c3)CCCCC2)c1, [OH-], O. Yields the product CC(C)(C)c1cccc(C2(NCC(O)C(Cc3cc(F)cc(F)c3)Nc3ccc(CC(=O)O)cc3)CCCCC2)c1. Reaction SMILES: [CH3:47][S:48]([CH3:49])=[O:50].[ClH:1].[ClH:2].[Cu:51]([I:52])[I:53].[I:34][c:35]1[cH:36][cH:37][c:38]([CH2:41][C:42](=[O:43])[OH:44])[cH:39][cH:40]1.[K+:46].[NH2:3][CH:4]([CH:5]([CH2:6][NH:7][C:8]1([c:14]2[cH:15][c:16]([C:20]([CH3:21])([CH3:22])[CH3:23])[cH:17][cH:18][cH:19]2)[CH2:9][CH2:10][CH2:11][CH2:12][CH2:13]1)[OH:24])[CH2:25][c:26]1[cH:27][c:28]([F:33])[cH:29][c:30]([F:32])[cH:31]1.[OH-:45].[OH2:54]>>[NH:3]([CH:4]([CH:5]([CH2:6][NH:7][C:8]1([c:14]2[cH:15][c:16]([C:20]([CH3:21])([CH3:22])[CH3:23])[cH:17][cH:18][cH:19]2)[CH2:9][CH2:10][CH2:11][CH2:12][CH2:13]1)[OH:24])[CH2:25][c:26]1[cH:27][c:28]([F:33])[cH:29][c:30]([F:32])[cH:31]1)[c:35]1[cH:36][cH:37][c:38]([CH2:41][C:42](=[O:43])[OH:44])[cH:39][cH:40]1. Reactants: CC=CCCl, CN(C)C=O, CCOC(C)=O, CC(O)c1cc(I)c(O)c(Cl)n1, [H-], [I-], [Li+], [Na+]. Yields the product CC=CCOc1c(I)cc(C(C)O)nc1Cl. RXN SMILES: [CH2:15]([CH:16]=[CH:17][CH3:18])[Cl:19].[CH3:22][N:23]([CH3:24])[CH:25]=[O:26].[CH3:27][CH2:28][O:29][C:30](=[O:31])[CH3:32].[Cl:1][c:2]1[n:3][c:4]([CH:10]([CH3:11])[OH:12])[cH:5][c:6]([I:9])[c:7]1[OH:8].[H-:13].[I-:20].[Li+:21].[Na+:14]>>[Cl:1][c:2]1[n:3][c:4]([CH:10]([CH3:11])[OH:12])[cH:5][c:6]([I:9])[c:7]1[O:8][CH2:15][CH:16]=[CH:17][CH3:18]. Reactants: [NH4+].[Cl-] (NH4Cl), OC#CC (Hydroxy-1-propyne), [OH-].[Na+] (NaOH), IC1=CC=C(S1)C=1SC=CC1 (5-Iodo-2,2'-bithiophene). Reagents/catalysts: [Cl-].C(C1=CC=CC=C1)[N+](CC)(CC)CC (benzyltriethylammonium chloride), [Cu]I (CuI), C=1C=CC(=CC1)[P](C=2C=CC=CC2)(C=3C=CC=CC3)[Pd]([P](C=4C=CC=CC4)(C=5C=CC=CC5)C=6C=CC=CC6)([P](C=7C=CC=CC7)(C=8C=CC=CC8)C=9C=CC=CC9)[P](C=1C=CC=CC1)(C=1C=CC=CC1)C=1C=CC=CC1 (Pd(PPh3)4). Solvent: C1=CC=CC=C1 (benzene). Yields the product OCC#CC1=CC=C(S1)C=1SC=CC1 (5-(3-hydroxy-1-propynyl)-2,2'-bithiophene). Yield: 74.3%. Reaction SMILES: [OH:1][C:2]#[C:3][CH3:4].I[C:6]1[S:10][C:9]([C:11]2[S:12][CH:13]=[CH:14][CH:15]=2)=[CH:8][CH:7]=1.[OH-].[Na+].[NH4+].[Cl-]>C1C=CC=CC=1.[Cl-].C([N+](CC)(CC)CC)C1C=CC=CC=1.[Cu]I.C1C=CC([P]([Pd]([P](C2C=CC=CC=2)(C2C=CC=CC=2)C2C=CC=CC=2)([P](C2C=CC=CC=2)(C2C=CC=CC=2)C2C=CC=CC=2)[P](C2C=CC=CC=2)(C2C=CC=CC=2)C2C=CC=CC=2)(C2C=CC=CC=2)C2C=CC=CC=2)=CC=1>[OH:1][CH2:2][C:3]#[C:4][C:6]1[S:10][C:9]([C:11]2[S:12][CH:13]=[CH:14][CH:15]=2)=[CH:8][CH:7]=1 |f:2.3,4.5,7.8,^1:46,48,67,86|. Procedure details: Hydroxy-1-propyne (48 mg) was dissolved in benzene (1 ml). 5-Iodo-2,2'-bithiophene (0.1 g) was added immediately and stirred. A mixture of CuI (0.05 g), benzyltriethylammonium chloride (0.05 g), catalyst Pd(PPh3)4 (0.1 g) and 3 ml of NaOH solution (2.5N) were mixed together at room temperature and stirred for 2 hours. NH4Cl solution (4 ml) was then added. The reaction solution was extracted with ethyl acetate. The extract was washed with 10 ml of HCl (10%) for 3 times, 50 ml of water twice and d...